Dataset: the Open Reaction Database (ORD), a public repository of structured organic reaction records. Task: describe an organic reaction: reactants, conditions, products, and yield Reactants: COC(=O)C1CCC(Oc2ccc(F)cc2)CC1, Cc1ccccc1, NN, O. The product is NNC(=O)C1CCC(Oc2ccc(F)cc2)CC1. Reaction SMILES: [CH3:1][O:2][C:3](=[O:4])[CH:5]1[CH2:6][CH2:7][CH:8]([O:11][c:12]2[cH:13][cH:14][c:15]([F:18])[cH:16][cH:17]2)[CH2:9][CH2:10]1.[CH3:22][c:23]1[cH:24][cH:25][cH:26][cH:27][cH:28]1.[NH2:20][NH2:21].[OH2:19]>>[O:2]=[C:3]([CH:5]1[CH2:6][CH2:7][CH:8]([O:11][c:12]2[cH:13][cH:14][c:15]([F:18])[cH:16][cH:17]2)[CH2:9][CH2:10]1)[NH:20][NH2:21]. Reactants: COC(=O)C1(C)CCN(C(=O)OC(C)(C)C)CC1, Cl, C1COCCO1. Yields the product COC(=O)C1(C)CCNCC1, Cl. Reaction SMILES: [CH3:2][C:3]1([C:16](=[O:17])[O:18][CH3:19])[CH2:4][CH2:5][N:6]([C:9]([O:10][C:11]([CH3:12])([CH3:13])[CH3:14])=[O:15])[CH2:7][CH2:8]1.[ClH:1].[O:20]1[CH2:21][CH2:22][O:23][CH2:24][CH2:25]1>>[CH3:2][C:3]1([C:16](=[O:17])[O:18][CH3:19])[CH2:4][CH2:5][NH:6][CH2:7][CH2:8]1.[ClH:1]. The reactants are CO (Methanol), C(C1=CC=CC=C1)OC(=O)N1[C@H](C(=O)O)CCC1 ((S)-(−)-N-benzyloxycarbonylproline), C(C)(=O)O.C(C)(=O)O.IC1=CC=CC=C1 (iodobenzene diacetate), II (iodine). The solvent is C(Cl)Cl (CH2Cl2). Conditions: time 5 hour. Product: C(=O)(OCC1=CC=CC=C1)N1C(CCC1)OC (N-Cbz-2-methoxypyrrolidine), hydroxy. The yield is 11.0%. As a reaction SMILES: [CH2:1]([O:8][C:9]([N:11]1[CH2:18][CH2:17][CH2:16][C@H:12]1C(O)=O)=[O:10])[C:2]1[CH:7]=[CH:6][CH:5]=[CH:4][CH:3]=1.[C:19](O)(=[O:21])C.C(O)(=O)C.IC1C=CC=CC=1.II.CO>C(Cl)Cl>[C:9]([N:11]1[CH2:18][CH2:17][CH2:16][CH:12]1[O:21][CH3:19])([O:8][CH2:1][C:2]1[CH:3]=[CH:4][CH:5]=[CH:6][CH:7]=1)=[O:10] |f:1.2.3|. Procedure details: To a solution of (S)-(−)-N-benzyloxycarbonylproline (10 g, 40 mmol) in CH2Cl2 (500 mL) was added iodobenzene diacetate (26 g, 80 mmol, 2.0 equiv) and iodine (5.2 g, 20 mmol, 0.50 equiv). The resulting mixture was stirred at rt for 5 h. Methanol (20 mL) was added and the reaction mixture was stirred at rt for 1.5 h. The reaction was then quenched by the addition of 10% Na2S2O3 (200 mL) and extracted with CH2Cl2 (2×100 mL). The combined organic extracts were washed with 10% Na2S2O3 (200 mL), brine... Reactants: COC(=O)C=1C(=CC=C(C1)C(N)=S)C1=C(C=CC=C1)[N+](=O)[O-] (2′-nitro-4-thiocarbamoyl-biphenyl-2-carboxylic acid methyl ester), COC(=O)C=1C(=CC=C(C1)C(N)=S)C1=C(C=CC=C1)[N+](=O)[O-] (2′-nitro-4-thiocarbamoyl-biphenyl-2-carboxylic acid methyl ester), BrCC(=O)C1=CSC=C1 (2-bromo-1-(3-thienyl)-1-ethanone). Yields the product [N+](=O)([O-])C1=C(C=CC=C1)C=1C(=CC(=CC1)C=1SC=C(N1)C1=CSC=C1)C(=O)O (2′-Nitro-4-(4-thiophen-3-yl-thiazol-2-yl)-biphenyl-2-carboxylic acid). Yield: 19.0%. As a reaction SMILES: C[O:2][C:3]([C:5]1[C:6]([C:14]2[CH:19]=[CH:18][CH:17]=[CH:16][C:15]=2[N+:20]([O-:22])=[O:21])=[CH:7][CH:8]=[C:9]([C:11](=[S:13])[NH2:12])[CH:10]=1)=[O:4].Br[CH2:24][C:25]([C:27]1[CH:31]=[CH:30][S:29][CH:28]=1)=O>>[N+:20]([C:15]1[CH:16]=[CH:17][CH:18]=[CH:19][C:14]=1[C:6]1[C:5]([C:3]([OH:2])=[O:4])=[CH:10][C:9]([C:11]2[S:13][CH:24]=[C:25]([C:27]3[CH:31]=[CH:30][S:29][CH:28]=3)[N:12]=2)=[CH:8][CH:7]=1)([O-:22])=[O:21]. Procedure details: 2′-Nitro-4-(4-thiophen-3-yl-thiazol-2-yl)-biphenyl-2-carboxylic acid (50 mg, 19%) was prepared from 2′-nitro-4-thiocarbamoyl-biphenyl-2-carboxylic acid methyl ester (which may be prepared as described for Intermediate 4) and 2-bromo-1-(3-thienyl)-1-ethanone (available from Maybridge) using the procedure described for the preparation of Example 1. 1H NMR (300 MHz, DMSO-d6) δ 13.13 (s, 1H), 8.54 (d, J=1.7 Hz, 1H), 8.23 (dd, J=7.8, 1.8 Hz, 1H), 8.04-8.15 (m, 3H), 7.78 (t, J=6.8 Hz, 1H), 7.62-7.69 (...